From a dataset of the Open Reaction Database (ORD), a public repository of structured organic reaction records. describe an organic reaction: reactants, conditions, products, and yield Reactants: FC(F)(F)c1cc(CBr)cc(C(F)(F)F)c1, O=C([O-])[O-], CCOC(=O)COc1c(C(=O)OC)sc(-c2cccc(O)c2)c1Br, [K+], [K+]. The product is CCOC(=O)COc1c(C(=O)OC)sc(-c2cccc(OCc3cc(C(F)(F)F)cc(C(F)(F)F)c3)c2)c1Br. As a reaction SMILES: [Br:25][CH2:26][c:27]1[cH:28][c:29]([C:37]([F:38])([F:39])[F:40])[cH:30][c:31]([C:33]([F:34])([F:35])[F:36])[cH:32]1.[C:41](=[O:42])([O-:43])[O-:44].[CH3:1][O:2][C:3](=[O:4])[c:5]1[s:6][c:7](-[c:18]2[cH:19][c:20]([OH:24])[cH:21][cH:22][cH:23]2)[c:8]([Br:17])[c:9]1[O:10][CH2:11][C:12](=[O:13])[O:14][CH2:15][CH3:16].[K+:45].[K+:46]>>[CH3:1][O:2][C:3](=[O:4])[c:5]1[s:6][c:7](-[c:18]2[cH:19][c:20]([O:24][CH2:26][c:27]3[cH:28][c:29]([C:37]([F:38])([F:39])[F:40])[cH:30][c:31]([C:33]([F:34])([F:35])[F:36])[cH:32]3)[cH:21][cH:22][cH:23]2)[c:8]([Br:17])[c:9]1[O:10][CH2:11][C:12](=[O:13])[O:14][CH2:15][CH3:16]. Reactants: C(C)(=O)O (acetic acid), CO (methanol), C(=O)(O)C1=CC=C(CCC2=CC=CC=3N2C=NC3)C=C1 (5-(p-carboxyphenethyl)-imidazo[1,5-a]pyridine). Solvent: O1CCCC1 (tetrahydrofuran), O1CCCC1 (tetrahydrofuran). Run at time 2 hour. Yields the product OCC1=CC=C(CCC2=CC=CC=3N2C=NC3)C=C1 (5-[p-(hydroxymethyl)phenethyl]imidazo[1,5-a]pyridine). As a reaction SMILES: [C:1]([C:4]1[CH:20]=[CH:19][C:7]([CH2:8][CH2:9][C:10]2[N:15]3[CH:16]=[N:17][CH:18]=[C:14]3[CH:13]=[CH:12][CH:11]=2)=[CH:6][CH:5]=1)(O)=[O:2].C(O)(=O)C.CO>O1CCCC1>[OH:2][CH2:1][C:4]1[CH:5]=[CH:6][C:7]([CH2:8][CH2:9][C:10]2[N:15]3[CH:16]=[N:17][CH:18]=[C:14]3[CH:13]=[CH:12][CH:11]=2)=[CH:19][CH:20]=1. Procedure details: 5-(p-carboxyphenethyl)-imidazo[1,5-a]pyridine (2.66 g) is dissolved in 100 ml of dry tetrahydrofuran at 0° and 20 ml of 1M borane tetrahydrofuran complex in tetrahydrofuran (20 ml) is added dropwise. The reaction mixture is stirred at room temperature for two hours, and 20 ml of acetic acid and 20 ml of methanol are added carefully. The mixture is refluxed for 1 hour, cooled and evaporated, the resulting oil is partitioned between ether and 1N sulfuric acid. The aqueous phase is separated, adjus...